From a dataset of the Open Reaction Database (ORD), a public repository of structured organic reaction records. describe an organic reaction: reactants, conditions, products, and yield The reactants are ClCCl, Cc1ccncc1N1CCN(c2ccc(C(O)C(F)(F)F)c(F)c2)C1=O, O=[Mn]=O. Yields the product Cc1ccncc1N1CCN(c2ccc(C(=O)C(F)(F)F)c(F)c2)C1=O. RXN SMILES: [Cl:27][CH2:28][Cl:29].[F:1][c:2]1[cH:3][c:4]([N:14]2[C:15](=[O:26])[N:16]([c:19]3[cH:20][n:21][cH:22][cH:23][c:24]3[CH3:25])[CH2:17][CH2:18]2)[cH:5][cH:6][c:7]1[CH:8]([C:9]([F:10])([F:11])[F:12])[OH:13].[O:30]=[Mn:31]=[O:32]>>[F:1][c:2]1[cH:3][c:4]([N:14]2[C:15](=[O:26])[N:16]([c:19]3[cH:20][n:21][cH:22][cH:23][c:24]3[CH3:25])[CH2:17][CH2:18]2)[cH:5][cH:6][c:7]1[C:8]([C:9]([F:10])([F:11])[F:12])=[O:13]. Reactants: CS(=O)(=O)OC(CCc1ccccc1[N+](=O)[O-])C1CC1, CS(C)=O, [K+], [OH-]. Product: O=[N+]([O-])c1ccccc1C1CC1C1CC1. Reaction SMILES: [CH3:1][S:2]([O:3][CH:6]([CH2:7][CH2:8][c:9]1[c:10]([N+:15](=[O:16])[O-:17])[cH:11][cH:12][cH:13][cH:14]1)[CH:18]1[CH2:19][CH2:20]1)(=[O:4])=[O:5].[CH3:23][S:24](=[O:25])[CH3:26].[K+:22].[OH-:21]>>[CH:6]1([CH:18]2[CH2:19][CH2:20]2)[CH2:7][CH:8]1[c:9]1[c:10]([N+:15](=[O:16])[O-:17])[cH:11][cH:12][cH:13][cH:14]1. Reactants: CC(C)O, Cl, CCOC(=O)NNc1ncccc1[N+](=O)[O-]. The product is Cl, CCOC(=O)NNc1ncccc1N. As a reaction SMILES: [CH:18]([OH:19])([CH3:20])[CH3:21].[ClH:1].[N+:2]([O-:3])(=[O:4])[c:5]1[c:6]([NH:11][NH:12][C:13](=[O:14])[O:15][CH2:16][CH3:17])[n:7][cH:8][cH:9][cH:10]1>>[ClH:1].[NH2:2][c:5]1[c:6]([NH:11][NH:12][C:13](=[O:14])[O:15][CH2:16][CH3:17])[n:7][cH:8][cH:9][cH:10]1. The reactants are CC(C#C)(CCC=C(CC)C)O (3,7-dimethyl-non-1-yn-6-en-3-ol), COC(=C)C (isopropenyl methyl ether), β-keto-allene. Yields the product CC(=CC=CC(C)=O)CCC=C(CC)C (6,10-dimethyl-dodeca-3,5,9-trien-2-one). RXN SMILES: [CH3:1][C:2](O)([CH2:5][CH2:6][CH:7]=[C:8]([CH3:11])[CH2:9][CH3:10])[C:3]#[CH:4].C[O:14][C:15]([CH3:17])=[CH2:16]>>[CH3:1][C:2]([CH2:5][CH2:6][CH:7]=[C:8]([CH3:11])[CH2:9][CH3:10])=[CH:3][CH:4]=[CH:16][C:15](=[O:14])[CH3:17]. Procedure: The acid-catalysed reaction of 3,7-dimethyl-non-1-yn-6-en-3-ol with isopropenyl methyl ether and subsequent base-catalysed isomerisation of the resulting β-keto-allene [see G. Saucy, R. Marbet, Helv. 50, 1158 (1967)] yielded in good yield 6,10-dimethyl-dodeca-3,5,9-trien-2-one which was cyclised in a known manner [see H. Rouve, M. Stoll, Helv. 30, 2216 (1947)] with 85% phosphoric acid to give 12/13-methyl-α-ionone. Subsequent reduction with lithium aluminium hydride gave 12/13-methyl-α-ionol. The reactants are NC=1C=NC=CC1 (3-aminopyridine), [N-]=[N+]=[N-].[Na+] (sodium azide), C(OC)(OC)OC (trimethyl orthoformate), ice water, CCOC(=O)C (EtOAc). The solvent is CC(=O)O (HOAc). Run at time 8 hour. Product: N1(N=NN=C1)C=1C=NC=CC1 (3-Tetrazol-1-yl-pyridine). Isolated yield 50.7%. RXN SMILES: [NH2:1][C:2]1[CH:3]=[N:4][CH:5]=[CH:6][CH:7]=1.[N-:8]=[N+:9]=[N-:10].[Na+].[CH:12](OC)(OC)OC.CCOC(C)=O>CC(O)=O>[N:1]1([C:2]2[CH:3]=[N:4][CH:5]=[CH:6][CH:7]=2)[CH:12]=[N:10][N:9]=[N:8]1 |f:1.2|. Reported procedure: To a solution of 3-aminopyridine (1.3 g, 13.4 mmol) in HOAc (20 mL) was added sodium azide (1.3 g, 20.1 mmol) and trimethyl orthoformate (2.36 mL, 21.6 mmol) and the resultant slurry was stirred at room temperature overnight and subsequently refluxed for 6 h. The reaction was cooled to room temperature and stopped by pouring into 50 mL of ice water. EtOAc (50 mL) was added, collected and subsequently washed with aqueous sodium hydroxide (1 N). The organic layer was collected, dried (MgSO4) and c... Starting materials: [Si](C)(C)(C(C)(C)C)OC(C)C1C(N(C1SC)C(C(=O)OCC1=CC=C(C=C1)[N+](=O)[O-])Cl)=O (p-nitrobenzyl 2-[3-(1-t-butyldimethylsilyloxyethyl)-4-methylthio-2-azetidinon-1-yl]-2-chloroacetate), [I-].[Na+] (sodium iodide), C(#N)[BH3-].[Na+] (sodium cyanoborohydride). The product is [Si](C)(C)(C(C)(C)C)OC(C)C1C(N(C1SC)CC(=O)OCC1=CC=C(C=C1)[N+](=O)[O-])=O (p-Nitrobenzyl 2-[3-(1-t-butyldimethylsilyloxyethyl)-4-methylthio-2-azetidinon-1-yl]acetate). Yield: 66.2%. Reaction SMILES: [Si:1]([O:8][CH:9]([CH:11]1[CH:14]([S:15][CH3:16])[N:13]([CH:17](Cl)[C:18]([O:20][CH2:21][C:22]2[CH:27]=[CH:26][C:25]([N+:28]([O-:30])=[O:29])=[CH:24][CH:23]=2)=[O:19])[C:12]1=[O:32])[CH3:10])([C:4]([CH3:7])([CH3:6])[CH3:5])([CH3:3])[CH3:2].[I-].[Na+].C([BH3-])#N.[Na+]>>[Si:1]([O:8][CH:9]([CH:11]1[CH:14]([S:15][CH3:16])[N:13]([CH2:17][C:18]([O:20][CH2:21][C:22]2[CH:23]=[CH:24][C:25]([N+:28]([O-:30])=[O:29])=[CH:26][CH:27]=2)=[O:19])[C:12]1=[O:32])[CH3:10])([C:4]([CH3:7])([CH3:5])[CH3:6])([CH3:3])[CH3:2] |f:1.2,3.4|. Procedure details: Following the procedure of Preparation 3, but using p-nitrobenzyl 2-[3-(1-t-butyldimethylsilyloxyethyl)-4-methylthio-2-azetidinon-1-yl]-2-chloroacetate (1.272 g), sodium iodide (379 mg) and sodium cyanoborohydride (314 mg) and purifying the crude product by silica gel column chromatography eluted with a 10:1 by the volume mixture of benzene and ethyl acetate, there were obtained 785 mg of the desired compound. The reactants are [OH-].[Na+] (sodium hydroxide), COC(CN(CC(OC)OC)C)OC (N,N-bis(2,2-dimethoxyethyl)methylamine), Cl (hydrochloric acid), Cl (hydrochloric acid), CC(=O)C.C(=O)O.C(=O)O (acetone dicarboxylic acid), Cl.CN (methylamine hydrochloride), [OH-].[Na+] (sodium hydroxide), O.O.O.O.O.O.O.O.O.O.O.O.OP(=O)([O-])[O-].[Na+].[Na+] (disodium phosphate 12 hydrate), C(CC(O)(C(=O)O)CC(=O)O)(=O)O (citric acid). Run in O (water), O (water). Product: O=C1CC2CN(CC(C1)N2C)C (7-Oxo-3,9-dimethyl-3,9-diazabicyclo[3.3.1]nonane). The yield is 13.1%. Reaction SMILES: COC(OC)[CH2:4][N:5]([CH3:12])[CH2:6]C(OC)OC.Cl.[OH-].[Na+].O.O.O.O.O.O.O.O.O.O.O.O.OP([O-])([O-])=O.[Na+].[Na+].[C:37](O)(=O)[CH2:38][C:39]([CH2:44][C:45](O)=O)(C(O)=O)[OH:40].CC(C)=O.C(O)=O.C(O)=O.Cl.[CH3:61][NH2:62]>O>[O:40]=[C:39]1[CH2:38][CH:37]2[N:62]([CH3:61])[CH:45]([CH2:4][N:5]([CH3:12])[CH2:6]2)[CH2:44]1 |f:2.3,4.5.6.7.8.9.10.11.12.13.14.15.16.17.18,20.21.22,23.24|. Procedure: To N,N-bis(2,2-dimethoxyethyl)methylamine (61 g, 0.30 mol) was added distilled water (630 ml) and concentrated hydrochloric acid (101 ml, 1.21 mol) and a solution was heated to reflux for 1 hr. Subsequently, to the solution was added under ice-cooling an aqueous solution of sodium hydroxide (48.5 g sodium hydroxide, 200 ml water)(which was called "A solution"). On one hand, "A solution" was added at room temperature while stirring to an aqueous solution of disodium phosphate 12 hydrate (114.4 g)...